This data is from the Open Reaction Database (ORD), a public repository of structured organic reaction records. The task is: describe an organic reaction: reactants, conditions, products, and yield Reactants: O1COC2=C1C=CC(=C2)C2(CC2)C(=O)NC2=NC=C(C=C2)C(C2=C(C=CC=C2)OC)O (1-(benzo[d][1,3]dioxol-5-yl)-N-(5-(hydroxy(2-methoxyphenyl)methyl)pyridin-2-yl)cyclopropanecarboxamide), CN(CCO)C (2-(dimethylamino)ethanol), O1COC2=C1C=CC(=C2)C2(CC2)C(=O)NC2=NC=C(C=C2)C(C2=C(C=CC=C2)OC)OCCCO (1-(benzo[d][1,3]dioxol-5-yl)-N-(5-((3-hydroxypropoxy)(2-methoxyphenyl)methyl)pyridin-2-yl)cyclopropanecarboxamide). Product: O1COC2=C1C=CC(=C2)C2(CC2)C(=O)NC2=NC=C(C=C2)C(C2=C(C=CC=C2)OC)OCCN(C)C (1-(Benzo[d][1,3]dioxol-5-yl)-N-(5-((2-(dimethylamino)ethoxy)(2-methoxyphenyl)methyl)pyridin-2-yl)cyclopropanecarboxamide). Reaction SMILES: [O:1]1[C:5]2[CH:6]=[CH:7][C:8]([C:10]3([C:13]([NH:15][C:16]4[CH:21]=[CH:20][C:19]([CH:22]([OH:31])[C:23]5[CH:28]=[CH:27][CH:26]=[CH:25][C:24]=5[O:29][CH3:30])=[CH:18][N:17]=4)=[O:14])[CH2:12][CH2:11]3)=[CH:9][C:4]=2[O:3][CH2:2]1.[CH3:32][N:33]([CH3:37])[CH2:34][CH2:35]O.O1C2C=CC(C3(C(NC4C=CC(C(OCCCO)C5C=CC=CC=5OC)=CN=4)=O)CC3)=CC=2OC1>>[O:1]1[C:5]2[CH:6]=[CH:7][C:8]([C:10]3([C:13]([NH:15][C:16]4[CH:21]=[CH:20][C:19]([CH:22]([O:31][CH2:35][CH2:34][N:33]([CH3:37])[CH3:32])[C:23]5[CH:28]=[CH:27][CH:26]=[CH:25][C:24]=5[O:29][CH3:30])=[CH:18][N:17]=4)=[O:14])[CH2:12][CH2:11]3)=[CH:9][C:4]=2[O:3][CH2:2]1. Procedure: 1-(Benzo[d][1,3]dioxol-5-yl)-N-(5-((2-(dimethylamino)ethoxy)(2-methoxyphenyl)methyl)pyridin-2-yl)cyclopropanecarboxamide was prepared from 1-(benzo[d][1,3]dioxol-5-yl)-N-(5-(hydroxy(2-methoxyphenyl)methyl)pyridin-2-yl)cyclopropanecarboxamide and 2-(dimethylamino)ethanol in a manner analogous to that of 1-(benzo[d][1,3]dioxol-5-yl)-N-(5-((3-hydroxypropoxy)(2-methoxyphenyl)methyl)pyridin-2-yl)cyclopropanecarboxamide. The reactants are C(C)(C)(C)OC(=O)C1=NC=C(C=C1N)C#N (3-amino-5-cyano-pyridine-2-carboxylic acid tert-butyl ester), COC1=CC(=CC=C1)OC (1,3-dimethoxybenzene), C(=O)(C(F)(F)F)O (TFA). Run in C1(=CC=CC=C1)C (Toluene). Reaction conditions: time 6 hour. The product is NC=1C(=NC=C(C1)C#N)C(=O)O (3-Amino-5-cyano-pyridine-2-carboxylic acid). As a reaction SMILES: C([O:5][C:6]([C:8]1[C:13]([NH2:14])=[CH:12][C:11]([C:15]#[N:16])=[CH:10][N:9]=1)=[O:7])(C)(C)C.COC1C=CC=C(OC)C=1.C(O)(C(F)(F)F)=O>C1(C)C=CC=CC=1>[NH2:14][C:13]1[C:8]([C:6]([OH:7])=[O:5])=[N:9][CH:10]=[C:11]([C:15]#[N:16])[CH:12]=1. Reported procedure: To a mixture of 3-amino-5-cyano-pyridine-2-carboxylic acid tert-butyl ester (60 mg, 0.274 mmol) and 1,3-dimethoxybenzene (0.358 ml, 2.74 mmol) was added dropwise within 10 min TFA (0.59 ml, 7.66 mmol) and the reaction mixture was stirred for 6 h. Toluene was added and the solvents were evaporated to provide the title compound as yellow solid. The product was used for the next step without further purification. Reactants: CC1(CC(=CC=C1C)C1=CC=CC=C1)C=O (3,4-dimethylbiphenyl-3-carbaldehyde), Cl.Cl.NC1=CC=C2C=C(C=C(C2=C1N)O)C(=O)O (7,8-Diamino-1-hydroxy-3-naphthoic acid dihydrochloride), S([O-])(O)=O.[Na+] (sodium bisulfite), CCO (EtOH). Solvent: O (water). Conditions: temperature 60 celsius, time 8 hour. Product: Cl.CC=1C=C(C=CC1C)C1=CC(=CC=C1)C=1NC2=C(N1)C1=C(C=C(C=C1C=C2)C(=O)O)O (2-(3′,4′-dimethylbiphenyl-3-yl)-9-hydroxy-3H-naphtho[1,2-d]imidazole-7-carboxylic acid hydrochloride). The yield is 33.0%. As a reaction SMILES: C[C:2]1([CH:15]=O)[C:7]([CH3:8])=[CH:6][CH:5]=[C:4]([C:9]2[CH:14]=[CH:13][CH:12]=[CH:11][CH:10]=2)[CH2:3]1.[ClH:17].Cl.[NH2:19][C:20]1[C:29]([NH2:30])=[C:28]2[C:23]([CH:24]=[C:25]([C:32]([OH:34])=[O:33])[CH:26]=[C:27]2[OH:31])=[CH:22][CH:21]=1.S(=O)(O)[O-].[Na+].[CH3:40]CO>O>[ClH:17].[CH3:15][C:2]1[CH:3]=[C:4]([C:9]2[CH:10]=[CH:11][CH:12]=[C:13]([C:40]3[NH:19][C:20]4[CH:21]=[CH:22][C:23]5[C:28](=[C:27]([OH:31])[CH:26]=[C:25]([C:32]([OH:34])=[O:33])[CH:24]=5)[C:29]=4[N:30]=3)[CH:14]=2)[CH:5]=[CH:6][C:7]=1[CH3:8] |f:1.2.3,4.5,8.9|. Procedure: To an agitated solution of 3,4-dimethylbiphenyl-3-carbaldehyde (0.019 g, 0.09 mmol) in EtOH (0.80 mL) was added 7,8-Diamino-1-hydroxy-3-naphthoic acid dihydrochloride (0.024 g, 0.08 mmol) and sodium bisulfite (0.02 g) in water (0.20 mL). The solution was heated to 60° C. and agitated overnight. The solution was cooled to room temperature and concentrated under reduced pressure. The tan residue was subjected to HPLC (ODS-A, gradient 10-90% CH3CN/water 0.1% TFA) to provide the title compound (0.01... The reactants are CS(=O)(=O)Cl, Nc1ccc(Cc2n[nH]c3c2c(=O)n(-c2ccccc2)c2ncccc32)cc1, O, c1ccncc1. Product: CS(=O)(=O)Nc1ccc(Cc2n[nH]c3c2c(=O)n(-c2ccccc2)c2ncccc32)cc1. Reaction SMILES: [CH3:29][S:30]([Cl:31])(=[O:32])=[O:33].[NH2:1][c:2]1[cH:3][cH:4][c:5]([CH2:6][c:7]2[n:8][nH:9][c:10]3[c:11]2[c:12](=[O:26])[n:13](-[c:20]2[cH:21][cH:22][cH:23][cH:24][cH:25]2)[c:14]2[n:15][cH:16][cH:17][cH:18][c:19]32)[cH:27][cH:28]1.[OH2:34].[cH:35]1[cH:36][cH:37][n:38][cH:39][cH:40]1>>[NH:1]([c:2]1[cH:3][cH:4][c:5]([CH2:6][c:7]2[n:8][nH:9][c:10]3[c:11]2[c:12](=[O:26])[n:13](-[c:20]2[cH:21][cH:22][cH:23][cH:24][cH:25]2)[c:14]2[n:15][cH:16][cH:17][cH:18][c:19]32)[cH:27][cH:28]1)[S:30]([CH3:29])(=[O:32])=[O:33]. Starting materials: Cc1ccc(CS(=O)(=O)OCC2CCCN2C(=O)OC(C)(C)C)cc1, O=C([O-])[O-], [K+], [K+], CN(C)C=O, N#Cc1ccc(I)c(O)c1. Reaction SMILES: [C:11]([CH3:12])([CH3:13])([CH3:14])[O:15][C:16](=[O:17])[N:18]1[CH:19]([CH2:23][O:24][S:25]([CH2:26][c:27]2[cH:28][cH:29][c:30]([CH3:31])[cH:32][cH:33]2)(=[O:34])=[O:35])[CH2:20][CH2:21][CH2:22]1.[C:36](=[O:37])([O-:38])[O-:39].[K+:40].[K+:41].[O:42]=[CH:43][N:44]([CH3:45])[CH3:46].[OH:1][c:2]1[cH:3][c:4]([C:5]#[N:6])[cH:7][cH:8][c:9]1[I:10]>>[O:1]([c:2]1[cH:3][c:4]([C:5]#[N:6])[cH:7][cH:8][c:9]1[I:10])[CH2:23][CH:19]1[N:18]([C:16]([O:15][C:11]([CH3:12])([CH3:13])[CH3:14])=[O:17])[CH2:22][CH2:21][CH2:20]1. Product: CC(C)(C)OC(=O)N1CCCC1COc1cc(C#N)ccc1I. Reactants: C1CCC2=CC(=CC=C12)N=C=O (5-indanyl isocyanate), diamine, [N-]=C=O (isocyanate), NC1=C2C(=NCN1C1=CC(=CC=C1)N)OC=C2 (4-Amino-3-(3-aminophenyl)furo[2,3-d]pyrimidine). The product is NC1=C2C(=NCN1C1=CC(=CC=C1)NC(=O)NC=1C=C3CCCC3=CC1)OC=C2 (4-Amino-3-(3-((5-indanyl)aminocarbonylamino)phenyl)furo[2,3-d]pyrimidine). As a reaction SMILES: [CH2:1]1[C:9]2[C:4](=[CH:5][C:6]([N:10]=[C:11]=[O:12])=[CH:7][CH:8]=2)[CH2:3][CH2:2]1.[N-]=C=O.[NH2:16][C:17]1[N:22]([C:23]2[CH:28]=[CH:27][CH:26]=[C:25]([NH2:29])[CH:24]=2)[CH2:21][N:20]=[C:19]2[O:30][CH:31]=[CH:32][C:18]=12>>[NH2:16][C:17]1[N:22]([C:23]2[CH:28]=[CH:27][CH:26]=[C:25]([NH:29][C:11]([NH:10][C:6]3[CH:5]=[C:4]4[C:9](=[CH:8][CH:7]=3)[CH2:1][CH2:2][CH2:3]4)=[O:12])[CH:24]=2)[CH2:21][N:20]=[C:19]2[O:30][CH:31]=[CH:32][C:18]=12. Procedure details: The compound was prepared following the procedure described in Example 232(b), using 5-indanyl isocyanate as the isocyanate of choice, and 4-Amino-3-(3-aminophenyl)furo[2,3-d]pyrimidine (10) as the diamine of choice. MS(ES) m/e 386 [M+H]+.